From a dataset of the Open Reaction Database (ORD), a public repository of structured organic reaction records. describe an organic reaction: reactants, conditions, products, and yield The reactants are CC1CN(C(=O)[O-])CCN1c1ccc(C(O)(C(F)(F)F)C(F)(F)F)cc1, Cl, C1COCCO1. Product: CC1CNCCN1c1ccc(C(O)(C(F)(F)F)C(F)(F)F)cc1, Cl. RXN SMILES: [CH3:1][CH:2]1[CH2:3][N:4]([C:24]([O-:25])=[O:26])[CH2:5][CH2:6][N:7]1[c:8]1[cH:9][cH:10][c:11]([C:14]([C:15]([F:16])([F:17])[F:18])([C:19]([F:20])([F:21])[F:22])[OH:23])[cH:12][cH:13]1.[ClH:27].[O:28]1[CH2:29][CH2:30][O:31][CH2:32][CH2:33]1>>[CH3:1][CH:2]1[CH2:3][NH:4][CH2:5][CH2:6][N:7]1[c:8]1[cH:9][cH:10][c:11]([C:14]([C:15]([F:16])([F:17])[F:18])([C:19]([F:20])([F:21])[F:22])[OH:23])[cH:12][cH:13]1.[ClH:27].